This data is from the Open Reaction Database (ORD), a public repository of structured organic reaction records. The task is: describe an organic reaction: reactants, conditions, products, and yield Starting materials: BrC1=CC(=C(C=C1)[C@H](COC(=O)NC=1C=C(C(=C(CN(C(OCC2=CC=CC=C2)=O)C)C1)O[C@H]1COCC1)F)C)C (Benzyl 5-((((R)-2-(4-bromo-2-methylphenyl)propoxy)carbonyl)amino)-3-fluoro-2-(((R)-tetrahydrofuran-3-yl)oxy)benzyl(methyl)carbamate), CC1(COB(OC1)B1OCC(CO1)(C)C)C (5,5,5′,5′-tetramethyl-2,2′-bi(1,3,2-dioxaborinane)), CC(=O)[O-].[K+] (KOAc). Reagents/catalysts: C1=CC=C(C=C1)P([C-]2C=CC=C2)C3=CC=CC=C3.C1=CC=C(C=C1)P([C-]2C=CC=C2)C3=CC=CC=C3.Cl[Pd]Cl.[Fe+2] (Pd(dppf)Cl2). Solvent: CS(=O)C (DMSO). Run at temperature 85 celsius, time 2 hour. The product is C(C1=CC=CC=C1)OC(=O)N(C)CC=1C=C(C=C(C1O[C@H]1COCC1)F)NC(=O)OC[C@H](C)C1=C(C=C(C=C1)B(O)O)C ((4-((R)-1-(((3-((((Benzyloxy)carbonyl)(methyl)amino)methyl)-5-fluoro-4-(((R)-tetrahydrofuran-3-yl)oxy)phenyl)carbamoyl)oxy)propan-2-yl)-3-methylphenyl)boronic acid). The yield is 70.2%. As a reaction SMILES: Br[C:2]1[CH:7]=[CH:6][C:5]([C@@H:8]([CH3:40])[CH2:9][O:10][C:11]([NH:13][C:14]2[CH:15]=[C:16]([F:39])[C:17]([O:33][C@@H:34]3[CH2:38][CH2:37][O:36][CH2:35]3)=[C:18]([CH:32]=2)[CH2:19][N:20]([CH3:31])[C:21](=[O:30])[O:22][CH2:23][C:24]2[CH:29]=[CH:28][CH:27]=[CH:26][CH:25]=2)=[O:12])=[C:4]([CH3:41])[CH:3]=1.CC1(C)C[O:47][B:46](B2OCC(C)(C)CO2)[O:45]C1.CC([O-])=O.[K+]>CS(C)=O.C1C=CC(P(C2C=CC=CC=2)[C-]2C=CC=C2)=CC=1.C1C=CC(P(C2C=CC=CC=2)[C-]2C=CC=C2)=CC=1.Cl[Pd]Cl.[Fe+2]>[CH2:23]([O:22][C:21]([N:20]([CH2:19][C:18]1[CH:32]=[C:14]([NH:13][C:11]([O:10][CH2:9][C@@H:8]([C:5]2[CH:6]=[CH:7][C:2]([B:46]([OH:47])[OH:45])=[CH:3][C:4]=2[CH3:41])[CH3:40])=[O:12])[CH:15]=[C:16]([F:39])[C:17]=1[O:33][C@@H:34]1[CH2:38][CH2:37][O:36][CH2:35]1)[CH3:31])=[O:30])[C:24]1[CH:29]=[CH:28][CH:27]=[CH:26][CH:25]=1 |f:2.3,5.6.7.8|. Procedure: To a reaction tube was added 38D (258 mg, 0.410 mmol), 5,5,5′,5′-tetramethyl-2,2′-bi(1,3,2-dioxaborinane) (111 mg, 0.492 mmol), KOAc (101 mg, 1.025 mmol) and Pd(dppf)Cl2 (67.4 mg, 0.082 mmol) in DMSO (1.5 ml). The tube was filled with Ar, sealed and stirred at 85° C. for 2 h. The mixture was quenched with H2O, and extracted with EtOAc (3×). The combined organic layers was filtered though silica gel and concentrated. The residue was purified by prep HPLC to give 38E (171 mg, 0.288 mmol, 70.2% yie... Starting materials: CCO, N#Cc1c(N)cccc1-c1ccccc1, [Na+], [OH-]. The product is NC(=O)c1c(N)cccc1-c1ccccc1. Reaction SMILES: [CH3:18][CH2:19][OH:20].[NH2:1][c:2]1[c:3]([C:14]#[N:15])[c:4](-[c:8]2[cH:9][cH:10][cH:11][cH:12][cH:13]2)[cH:5][cH:6][cH:7]1.[Na+:17].[OH-:16]>>[NH2:1][c:2]1[c:3]([C:14]([NH2:15])=[O:16])[c:4](-[c:8]2[cH:9][cH:10][cH:11][cH:12][cH:13]2)[cH:5][cH:6][cH:7]1. Starting materials: C(C)(C)(C)OC(NC=1SC2=C(N1)C(=CC(=C2)C(O)C2=CC=C(C=C2)F)C2=CC(=CC=C2)[N+](=O)[O-])=O ([6-[(4-fluorophenyl)-hydroxymethyl]-4-(3-nitrophenyl)-benzothiazol-2-yl]-carbamic acid tert-butyl ester), [SiH](CC)(CC)CC (Et3SiH). Reaction conditions: time 130 minute. Product: FC1=CC=C(CC2=CC3=C(N=C(S3)N)C(=C2)C2=CC(=CC=C2)[N+](=O)[O-])C=C1 (6-(4-fluorobenzyl)-4-(3-nitrophenyl)-benzothiazol-2-yl amine). Isolated yield 83.9%. As a reaction SMILES: C(OC(=O)[NH:7][C:8]1[S:9][C:10]2[CH:16]=[C:15]([CH:17]([C:19]3[CH:24]=[CH:23][C:22]([F:25])=[CH:21][CH:20]=3)O)[CH:14]=[C:13]([C:26]3[CH:31]=[CH:30][CH:29]=[C:28]([N+:32]([O-:34])=[O:33])[CH:27]=3)[C:11]=2[N:12]=1)(C)(C)C.[SiH](CC)(CC)CC>>[F:25][C:22]1[CH:21]=[CH:20][C:19]([CH2:17][C:15]2[CH:14]=[C:13]([C:26]3[CH:31]=[CH:30][CH:29]=[C:28]([N+:32]([O-:34])=[O:33])[CH:27]=3)[C:11]3[N:12]=[C:8]([NH2:7])[S:9][C:10]=3[CH:16]=2)=[CH:24][CH:23]=1. Procedure details: BA-01. A solution of compound (7) (32.5 mg, 0.066 mmol) was treated with Et3SiH (500 uL, 3 mmol, 47 eq.). The mixture was stirred at room temperature for 130 min. until starting material XM-17 was consumed. The volatile material was removed under reduced pressure. The residue was washed with sodium bicarbonate solution, extracted with EtOAc (3×15 mL), dried. Evaporation gave a residue, which was purified chromatography on silica gel using dichloromethane/hexanes (1:1, 2:1, 3:1, 4:1, 20 mL each) ...